This data is from the Open Reaction Database (ORD), a public repository of structured organic reaction records. The task is: describe an organic reaction: reactants, conditions, products, and yield Reactants: NC1=CC=C(CC2=NC=3N(C(N(C(C3N2)=O)CC2=C(C=CC=C2)F)=O)CCCC)C=C1 (8-(4-amino-benzyl)-3-butyl-1-(2-fluoro-benzyl)-3,7-dihydro-purine-2,6-dione), ClC=1C(=C(C=CC1)S(=O)(=O)Cl)C (3-chloro-2-methyl-benzenesulfonyl chloride). Yields the product C(CCC)N1C(N(C(C=2NC(=NC12)CC1=CC=C(C=C1)NS(=O)(=O)C1=C(C(=CC=C1)Cl)C)=O)CC1=C(C=CC=C1)F)=O (N-{4-[3-Butyl-1-(2-fluoro-benzyl)-2,6-dioxo-2,3,6,7-tetrahydro-1H-purin-8-ylmethyl]-phenyl}-3-chloro-2-methyl-benzenesulfonamide). As a reaction SMILES: [NH2:1][C:2]1[CH:31]=[CH:30][C:5]([CH2:6][C:7]2[NH:15][C:14]3[C:13](=[O:16])[N:12]([CH2:17][C:18]4[CH:23]=[CH:22][CH:21]=[CH:20][C:19]=4[F:24])[C:11](=[O:25])[N:10]([CH2:26][CH2:27][CH2:28][CH3:29])[C:9]=3[N:8]=2)=[CH:4][CH:3]=1.[Cl:32][C:33]1[C:34]([CH3:43])=[C:35]([S:39](Cl)(=[O:41])=[O:40])[CH:36]=[CH:37][CH:38]=1>>[CH2:26]([N:10]1[C:9]2[N:8]=[C:7]([CH2:6][C:5]3[CH:4]=[CH:3][C:2]([NH:1][S:39]([C:35]4[CH:36]=[CH:37][CH:38]=[C:33]([Cl:32])[C:34]=4[CH3:43])(=[O:40])=[O:41])=[CH:31][CH:30]=3)[NH:15][C:14]=2[C:13](=[O:16])[N:12]([CH2:17][C:18]2[CH:23]=[CH:22][CH:21]=[CH:20][C:19]=2[F:24])[C:11]1=[O:25])[CH2:27][CH2:28][CH3:29]. Procedure details: Prepared from 8-(4-amino-benzyl)-3-butyl-1-(2-fluoro-benzyl)-3,7-dihydro-purine-2,6-dione and 3-chloro-2-methyl-benzenesulfonyl chloride. Purity (ELSD, based on MW=610.1)=80%. The reactants are COc1ccc2c(Cl)nc(Nc3cc(C)[nH]n3)cc2c1, Nc1cccnc1. Product: COc1ccc2c(Nc3cccnc3)nc(Nc3cc(C)[nH]n3)cc2c1. As a reaction SMILES: [Cl:1][c:2]1[n:3][c:4]([NH:14][c:15]2[n:16][nH:17][c:18]([CH3:20])[cH:19]2)[cH:5][c:6]2[cH:7][c:8]([O:12][CH3:13])[cH:9][cH:10][c:11]12.[n:21]1[cH:22][c:23]([NH2:27])[cH:24][cH:25][cH:26]1>>[c:2]1([NH:27][c:23]2[cH:22][n:21][cH:26][cH:25][cH:24]2)[n:3][c:4]([NH:14][c:15]2[n:16][nH:17][c:18]([CH3:20])[cH:19]2)[cH:5][c:6]2[cH:7][c:8]([O:12][CH3:13])[cH:9][cH:10][c:11]12. Reactants: MeOH CH2Cl3, C1(=CC=C(C=C1)S(=O)(=O)Cl)C (p-toluenesulfonyl chloride), C(Cl)Cl (CH2Cl2), ice water, C1(=CC=C(C=C1)S(=O)(=O)Cl)C (p-toluenesulfonyl chloride), alcohol, FC=1C=C(C=C(C1N1CCN(CC1)C(=O)OC(C)(C)C)F)N1C(OC(C1)CO)=O ([3-[3,5-difluoro-4-[4-(tert-butoxycarbonyl)-1-piperazinyl]phenyl]-2-oxo-5-oxazolidinyl]methanol). The reagents and catalysts are CN(C1=CC=NC=C1)C (4-(dimethylamino)pyridine). Run in N1=CC=CC=C1 (pyridine). Reaction conditions: temperature 0 celsius, time 2.5 hour. Product: FC=1C=C(C=C(C1N1CCN(CC1)C(=O)OC(C)(C)C)F)N1C(OC(C1)COS(=O)(=O)C1=CC=C(C=C1)C)=O ([[3-[3,5-difluoro-4-[4-(tert-butoxycarbonyl)-1-piperazinyl]phenyl]-2-oxo-5-oxazolidinyl]methyl]-p-toluenesulfonate). Isolated yield 89.3%. Reaction SMILES: [F:1][C:2]1[CH:3]=[C:4]([N:22]2[CH2:26][CH:25]([CH2:27][OH:28])[O:24][C:23]2=[O:29])[CH:5]=[C:6]([F:21])[C:7]=1[N:8]1[CH2:13][CH2:12][N:11]([C:14]([O:16][C:17]([CH3:20])([CH3:19])[CH3:18])=[O:15])[CH2:10][CH2:9]1.[C:30]1([CH3:40])[CH:35]=[CH:34][C:33]([S:36](Cl)(=[O:38])=[O:37])=[CH:32][CH:31]=1.C(Cl)Cl>N1C=CC=CC=1.CN(C)C1C=CN=CC=1>[F:21][C:6]1[CH:5]=[C:4]([N:22]2[CH2:26][CH:25]([CH2:27][O:28][S:36]([C:33]3[CH:34]=[CH:35][C:30]([CH3:40])=[CH:31][CH:32]=3)(=[O:38])=[O:37])[O:24][C:23]2=[O:29])[CH:3]=[C:2]([F:1])[C:7]=1[N:8]1[CH2:13][CH2:12][N:11]([C:14]([O:16][C:17]([CH3:20])([CH3:19])[CH3:18])=[O:15])[CH2:10][CH2:9]1. Reported procedure: The [3-[3,5-difluoro-4-[4-(tert-butoxycarbonyl)-1-piperazinyl]phenyl]-2-oxo-5-oxazolidinyl]methanol (24.2 g, 59 mmol) was dissolved in pyridine (110 mL) and then cooled to 0° C. (ice bath). Freshly recrystalized p-toluenesulfonyl chloride (13.4 g, 70 mmol) of was added and the reaction was allowed to stir at 0° C. for 2.5 hours under N2. The flask was then stoppered and stored in the refrigeratior (5° C.) overnight. The reaction mixture became a pale pink slurry. TLC revealed that some alcohol s... Reactants: COC=1C=C(C(=O)Cl)C=C(C1)OC (3,5-dimethoxybenzoyl chloride), COP1OC2=C(C3=C1C=CC=C3)C=CC=C2 (6-methoxy-(6H)-dibenz[c,e][1,2]oxaphosphorin). The solvent is C1(=CC=CC=C1)C (toluene). Reaction conditions: temperature 115 celsius. The product is COC=1C=C(C(=O)P2(OC3=C(C4=C2C=CC=C4)C=CC=C3)=O)C=C(C1)OC (6-(3,5-Dimethoxybenzoyl)-(6H)-dibenz[c,e][1,2]oxaphosphorin 6-oxide). RXN SMILES: [CH3:1][O:2][C:3]1[CH:4]=[C:5]([CH:9]=[C:10]([O:12][CH3:13])[CH:11]=1)[C:6](Cl)=[O:7].C[O:15][P:16]1[C:21]2[CH:22]=[CH:23][CH:24]=[CH:25][C:20]=2[C:19]2[CH:26]=[CH:27][CH:28]=[CH:29][C:18]=2[O:17]1>C1(C)C=CC=CC=1>[CH3:1][O:2][C:3]1[CH:4]=[C:5]([CH:9]=[C:10]([O:12][CH3:13])[CH:11]=1)[C:6]([P:16]1(=[O:15])[C:21]2[CH:22]=[CH:23][CH:24]=[CH:25][C:20]=2[C:19]2[CH:26]=[CH:27][CH:28]=[CH:29][C:18]=2[O:17]1)=[O:7]. Procedure: 35.1 g (0.175 mol) of 3,5-dimethoxybenzoyl chloride were warmed to 80° C. under a nitrogen atmosphere. 40.3 g (0.175 mol) of 6-methoxy-(6H)-dibenz[c,e][1,2]oxaphosphorin were added dropwise over the course of one hour while stirring. At the same time, the temperature was gradually increased to 115° C. When the reaction was complete, 60 ml of toluene were added at 80° C. After crystallization, 49 g (74% of theory) of the abovementioned compound of melting point 140° to 142° C. were obtained.